This data is from the Open Reaction Database (ORD), a public repository of structured organic reaction records. The task is: describe an organic reaction: reactants, conditions, products, and yield Starting materials: C[Mg]Cl, C1CCOC1, CC(=O)c1ccc(C(=CC2CCCC2)c2cc3cccnc3n2S(=O)(=O)c2ccccc2)cc1. Product: CC(C)(O)c1ccc(C(=CC2CCCC2)c2cc3cccnc3n2S(=O)(=O)c2ccccc2)cc1. RXN SMILES: [CH3:35][Mg:36][Cl:37].[O:38]1[CH2:39][CH2:40][CH2:41][CH2:42]1.[c:1]1([S:7](=[O:8])(=[O:9])[n:10]2[c:11]([C:19](=[CH:20][CH:21]3[CH2:22][CH2:23][CH2:24][CH2:25]3)[c:26]3[cH:27][cH:28][c:29]([C:32]([CH3:33])=[O:34])[cH:30][cH:31]3)[cH:12][c:13]3[c:14]2[n:15][cH:16][cH:17][cH:18]3)[cH:2][cH:3][cH:4][cH:5][cH:6]1>>[c:1]1([S:7](=[O:8])(=[O:9])[n:10]2[c:11]([C:19](=[CH:20][CH:21]3[CH2:22][CH2:23][CH2:24][CH2:25]3)[c:26]3[cH:27][cH:28][c:29]([C:32]([CH3:33])([OH:34])[CH3:35])[cH:30][cH:31]3)[cH:12][c:13]3[c:14]2[n:15][cH:16][cH:17][cH:18]3)[cH:2][cH:3][cH:4][cH:5][cH:6]1. Reactants: CS(=O)(=O)OC1CCN(c2ccc([N+](=O)[O-])cc2)C1, O, c1c[nH]cn1. The product is O=[N+]([O-])c1ccc(N2CCC(n3ccnc3)C2)cc1. Reaction SMILES: [CH3:1][S:2]([O:3][CH:6]1[CH2:7][N:8]([c:11]2[cH:12][cH:13][c:14]([N+:17](=[O:18])[O-:19])[cH:15][cH:16]2)[CH2:9][CH2:10]1)(=[O:4])=[O:5].[OH2:25].[nH:20]1[cH:21][n:22][cH:23][cH:24]1>>[CH:6]1([n:20]2[cH:21][n:22][cH:23][cH:24]2)[CH2:7][N:8]([c:11]2[cH:12][cH:13][c:14]([N+:17](=[O:18])[O-:19])[cH:15][cH:16]2)[CH2:9][CH2:10]1. The reactants are BrCCCCCCO (6-bromo-hexan-1-ol), O (H2O), CS(=O)O (methane sulfinic acid), CCO (EtOH). Solvent: CO.C(Cl)Cl (MeOH DCM). Product: CS(=O)(=O)CCCCCCO (6-Methanesulfonyl-hexan-1-ol). The yield is 47.1%. As a reaction SMILES: Br[CH2:2][CH2:3][CH2:4][CH2:5][CH2:6][CH2:7][OH:8].[CH3:9][S:10]([OH:12])=[O:11].CCO.O>CO.C(Cl)Cl>[CH3:9][S:10]([CH2:2][CH2:3][CH2:4][CH2:5][CH2:6][CH2:7][OH:8])(=[O:12])=[O:11] |f:4.5|. Reported procedure: The reaction was conducted following the procedure for Example 171: step a, using 6-bromo-hexan-1-ol (0.300 g, 1.660 mmol), methane sulfinic acid, (0.844 g, 8.280 mmol), EtOH [2 mL], H2O, [2 mL]. Chromatography of the residue (1%–5% MeOH/DCM) yielded the title compound (0.141 g 48%). 1H-NMR (CDCl3): δ 3.67 (t, 2H, J=6.2 Hz), 3.03 (t, 2H, J=8.0 Hz), 2.92 (s, 3H), 1.89 (m, 2H), 1.60 (m, 2H), 1.46 (m, 4H). Reactants: c1ccc(C2CO2)cc1, CC(C)O, CC(C)(N)COc1ccc(O)c(C(N)=O)c1, C1COCCO1. Yields the product CC(C)(COc1ccc(O)c(C(N)=O)c1)NCC(O)c1ccccc1. As a reaction SMILES: [CH2:17]1[O:18][CH:19]1[c:20]1[cH:21][cH:22][cH:23][cH:24][cH:25]1.[CH:26]([OH:27])([CH3:28])[CH3:29].[NH2:1][C:2]([CH2:3][O:4][c:5]1[cH:6][cH:7][c:8]([OH:14])[c:9]([C:10](=[O:11])[NH2:12])[cH:13]1)([CH3:15])[CH3:16].[O:30]1[CH2:31][CH2:32][O:33][CH2:34][CH2:35]1>>[NH:1]([C:2]([CH2:3][O:4][c:5]1[cH:6][cH:7][c:8]([OH:14])[c:9]([C:10](=[O:11])[NH2:12])[cH:13]1)([CH3:15])[CH3:16])[CH2:17][CH:19]([OH:18])[c:20]1[cH:21][cH:22][cH:23][cH:24][cH:25]1. Starting materials: O[C@@H](CC#N)CCCCCCCCCCC ((R)-3-hydroxy-tetradecanenitrile), O1CCCC=C1 (dihydropyran), O1CCCC1 (tetrahydrofuran), C1(=CC=C(C=C1)S(=O)(=O)[O-])C.[NH+]1=CC=CC=C1 (pyridinium p-toluenesulfonate). Run in CCCCCC (hexane), O (water). Conditions: temperature 50 celsius. Yields the product O1C(CCCC1)O[C@@H](CC#N)CCCCCCCCCCC ((R)-3-[tetrahydropyran-2-yl-oxy]-tetradecanenitrile). The yield is 100.0%. Reaction SMILES: [OH:1][C@H:2]([CH2:6][CH2:7][CH2:8][CH2:9][CH2:10][CH2:11][CH2:12][CH2:13][CH2:14][CH2:15][CH3:16])[CH2:3][C:4]#[N:5].[O:17]1[CH:22]=[CH:21][CH2:20][CH2:19][CH2:18]1.O1CCCC1.C1(C)C=CC(S([O-])(=O)=O)=CC=1.[NH+]1C=CC=CC=1>CCCCCC.O>[O:17]1[CH2:22][CH2:21][CH2:20][CH2:19][CH:18]1[O:1][C@H:2]([CH2:6][CH2:7][CH2:8][CH2:9][CH2:10][CH2:11][CH2:12][CH2:13][CH2:14][CH2:15][CH3:16])[CH2:3][C:4]#[N:5] |f:3.4|. Procedure: 2.16 g of (R)-3-hydroxy-tetradecanenitrile, 1.93 ml of dihydropyran and 20 ml of tetrahydrofuran were placed in a reactor and stirred, and 266 mg of pyridinium p-toluenesulfonate was added thereto, heated to 50° C., and stirred for about 2 hours. The mixture was cooled to room temperature, 30 ml of water and 30 ml of hexane were added thereto, and stirred vigorously for 5 minutes. The resulting mixture was allowed to undergo phase separation and the aqueous layer was removed. The organic layer w... Starting materials: C(C)(=O)OC[C@@H]1C[C@@H](OC(O1)(C)C)CC(=O)OC(C)(C)C ((4R-cis)-6-[(acetyloxy)methyl]-2,2-dimethyl-1,3-dioxane-4-acetic acid, 1,1-dimethylethyl ester), C([O-])([O-])=O.[K+].[K+] (potassium carbonate). Run in CO (methanol). Run at time 30 minute. Product: OC[C@@H]1C[C@@H](OC(O1)(C)C)CC(=O)OC(C)(C)C ((4R-cis)-6-(Hydroxymethyl)-2,2-dimethyl-1,3-dioxane-4-acetic acid, 1,1-dimethylethyl ester). Yield: 98.0%. Reaction SMILES: C([O:4][CH2:5][C@H:6]1[O:11][C:10]([CH3:13])([CH3:12])[O:9][C@@H:8]([CH2:14][C:15]([O:17][C:18]([CH3:21])([CH3:20])[CH3:19])=[O:16])[CH2:7]1)(=O)C.C(=O)([O-])[O-].[K+].[K+]>CO>[OH:4][CH2:5][C@H:6]1[O:11][C:10]([CH3:12])([CH3:13])[O:9][C@@H:8]([CH2:14][C:15]([O:17][C:18]([CH3:21])([CH3:20])[CH3:19])=[O:16])[CH2:7]1 |f:1.2.3|. Procedure details: To a solution of (4R-cis)-6-[(acetyloxy)methyl]-2,2-dimethyl-1,3-dioxane-4-acetic acid, 1,1-dimethylethyl ester obtained in step (a) above (22.65 g, 75 mmole) in methanol (250 ml) was added powdered anhydrous potassium carbonate (5.17 g, 37.5 mmole) in one portion. The resulting heterogeneous solution was stirred vigorously for 30 minutes to complete the hydrolysis. The progress of the reaction was followed by TLC and GC analysis. (TLC: Rf=0.54 for acetyloxy starting material; Rf=0.26 for the ti...